From a dataset of the Open Reaction Database (ORD), a public repository of structured organic reaction records. describe an organic reaction: reactants, conditions, products, and yield Reactants: CN(C)\C=N\C1=NC=C(C2=C1C(=CS2)C2=CC(=C(C=C2)NC(=O)C=2N(C1=CC=CC=C1C2)C)OC)NS(=O)(=O)C=2SC=CC2 (N-(4-{4-{[(1E)-(dimethylamino)methylene]amino}-7-[(thien-2-ylsulfonyl)amino]thieno[3,2-c]pyridin-3-yl}-2-methoxyphenyl)-1-methyl-1H-indole-2-carboxamide), Cl (hydrochloric acid). Solvent: O1CCOCC1 (dioxane). Conditions: temperature 50 celsius, time 13 hour. Product: NC1=NC=C(C2=C1C(=CS2)C2=CC(=C(C=C2)NC(=O)C=2N(C1=CC=CC=C1C2)C)OC)NS(=O)(=O)C=2SC=CC2 (N-(4-{4-amino-7-[(thien-2-ylsulfonyl)amino]thieno[3,2-c]pyridin-3-yl}-2-methoxyphenyl)-1-methyl-1H-indole-2-carboxamide). Yield: 43.7%. As a reaction SMILES: CN(/C=[N:5]/[C:6]1[C:11]2[C:12]([C:15]3[CH:20]=[CH:19][C:18]([NH:21][C:22]([C:24]4[N:25]([CH3:33])[C:26]5[C:31]([CH:32]=4)=[CH:30][CH:29]=[CH:28][CH:27]=5)=[O:23])=[C:17]([O:34][CH3:35])[CH:16]=3)=[CH:13][S:14][C:10]=2[C:9]([NH:36][S:37]([C:40]2[S:41][CH:42]=[CH:43][CH:44]=2)(=[O:39])=[O:38])=[CH:8][N:7]=1)C.Cl>O1CCOCC1>[NH2:5][C:6]1[C:11]2[C:12]([C:15]3[CH:20]=[CH:19][C:18]([NH:21][C:22]([C:24]4[N:25]([CH3:33])[C:26]5[C:31]([CH:32]=4)=[CH:30][CH:29]=[CH:28][CH:27]=5)=[O:23])=[C:17]([O:34][CH3:35])[CH:16]=3)=[CH:13][S:14][C:10]=2[C:9]([NH:36][S:37]([C:40]2[S:41][CH:42]=[CH:43][CH:44]=2)(=[O:38])=[O:39])=[CH:8][N:7]=1. Reported procedure: N-(4-{4-{[(1E)-(dimethylamino)methylene]amino}-7-[(thien-2-ylsulfonyl)amino]thieno[3,2-c]pyridin-3-yl}-2-methoxyphenyl)-1-methyl-1H-indole-2-carboxamide (prepared by reaction of N-[4-(7-amino-4-{[(1E)-(dimethylamino)methylene]amino}thieno[3,2-c]pyridin-3-yl)-2-methoxyphenyl]-1-methyl-1H-indole-2-carboxamide with 2-thiophenesulfonyl chloride according to General Procedure G) (0.021 g, 0.033 mmol) was dissolved in dioxane (1 mL), and aqueous hydrochloric acid (6 M, 1 mL) was added. The mixture was...